The task is: describe an organic reaction: reactants, conditions, products, and yield. This data is from the Open Reaction Database (ORD), a public repository of structured organic reaction records. Starting materials: C([O-])([O-])=O.[Cs+].[Cs+] (cesium carbonate), C(CCC)OC1=CC=C(C=C1)C1=NC2CCC(CC2C2=CC(=C(C=C12)OC)OC)OC(C)=O ((±)-Acetic acid (2RS,4aRS,10bRS)-6-(4-butoxy-phenyl)-8,9-dimethoxy-1,2,3,4,4a,10b-hexahydrophenanthridin-2-yl ester), C(CCC)OC1=CC=C(C=C1)C1=NC2CCC(CC2C2=CC(=C(C=C12)OC)OC)OC(C)=O ((±)-Acetic acid (2RS,4aRS,10bRS)-6-(4-butoxy-phenyl)-8,9-dimethoxy-1,2,3,4,4a,10b-hexahydrophenanthridin-2-yl ester). Solvent: ClCCl (di-chloromethane), CO (methanol). Conditions: time 19 hour. The product is C(CCC)OC1=CC=C(C=C1)C1=NC2CCC(CC2C2=CC(=C(C=C12)OC)OC)O ((±)-(2RS,4aRS,10bRS)-6-(4-Butoxy-phenyl)-8,9-dimethoxy-1,2,3,4,4a,10b-hexahydrophenanthridin-2-ol). Yield: 83.0%. As a reaction SMILES: [CH2:1]([O:5][C:6]1[CH:11]=[CH:10][C:9]([C:12]2[C:25]3[C:20](=[CH:21][C:22]([O:28][CH3:29])=[C:23]([O:26][CH3:27])[CH:24]=3)[CH:19]3[CH:14]([CH2:15][CH2:16][CH:17]([O:30]C(=O)C)[CH2:18]3)[N:13]=2)=[CH:8][CH:7]=1)[CH2:2][CH2:3][CH3:4].C(=O)([O-])[O-].[Cs+].[Cs+]>CO.ClCCl>[CH2:1]([O:5][C:6]1[CH:11]=[CH:10][C:9]([C:12]2[C:25]3[C:20](=[CH:21][C:22]([O:28][CH3:29])=[C:23]([O:26][CH3:27])[CH:24]=3)[CH:19]3[CH:14]([CH2:15][CH2:16][CH:17]([OH:30])[CH2:18]3)[N:13]=2)=[CH:8][CH:7]=1)[CH2:2][CH2:3][CH3:4] |f:1.2.3|. Procedure details: 717 mg of (±)-acetic acid (2RS,4aRS,10bRS)-6-(4-butoxy-phenyl)-8,9-dimethoxy-1,2,3,4,4a,10b-hexahydrophenanthridin-2-yl ester (compound 14) are dissolved in 8 ml of methanol and 1 ml of di-chloromethane, 259 mg of cesium carbonate are added and the mixture stirred for 19 h. The solvent is removed and the crude product is purified by flash chromatography (silica, ethyl acetate/triethylamine=9:1) to give 540 mg of the title compound as a colorless foam. The reactants are C(CC)[C@@H]1CC[C@H](CC1)[C@@H]1CC[C@H](CC1)C1=CC=C(C=C1)C(C)=O (p-(trans-4-(trans-4-propyl-cyclohexyl)-cyclohexyl)-acetophenone). Reagents/catalysts: [Pd] (Pd). The solvent is O1CCCC1 (tetrahydrofuran). Yields the product C(C)C1=CC=C(C=C1)[C@@H]1CC[C@H](CC1)[C@@H]1CC[C@H](CC1)CCC (trans-1-p-ethylphenyl-4-(trans-4-propylcyclohexyl)-cyclohexane). As a reaction SMILES: [CH2:1]([C@H:4]1[CH2:9][CH2:8][C@H:7]([C@H:10]2[CH2:15][CH2:14][C@H:13]([C:16]3[CH:21]=[CH:20][C:19]([C:22](=O)[CH3:23])=[CH:18][CH:17]=3)[CH2:12][CH2:11]2)[CH2:6][CH2:5]1)[CH2:2][CH3:3]>O1CCCC1.[Pd]>[CH2:22]([C:19]1[CH:20]=[CH:21][C:16]([C@H:13]2[CH2:14][CH2:15][C@H:10]([C@H:7]3[CH2:8][CH2:9][C@H:4]([CH2:1][CH2:2][CH3:3])[CH2:5][CH2:6]3)[CH2:11][CH2:12]2)=[CH:17][CH:18]=1)[CH3:23]. Procedure: A solution of 32.6 g of p-(trans-4-(trans-4-propyl-cyclohexyl)-cyclohexyl)-acetophenone in 320 ml of tetrahydrofuran is hydrogenated over 5 g of 5% Pd-on-C at 40° and under normal pressure until the uptake of H2 ceases. The mixture is filtered and the filtrate is evaporated to give trans-1-p-ethylphenyl-4-(trans-4-propylcyclohexyl)-cyclohexane. Starting materials: CC(C)C[AlH]CC(C)C, CCOC(=O)C=C(C)c1ccc(-c2ccc(F)cc2)cc1. Yields the product CC(=CCO)c1ccc(-c2ccc(F)cc2)cc1. Reaction SMILES: [CH3:1][CH:2]([CH2:3][AlH:4][CH2:5][CH:6]([CH3:7])[CH3:8])[CH3:9].[F:10][c:11]1[cH:12][cH:13][c:14](-[c:17]2[cH:18][cH:19][c:20]([C:23](=[CH:24][C:25](=[O:26])[O:27][CH2:28][CH3:29])[CH3:30])[cH:21][cH:22]2)[cH:15][cH:16]1>>[F:10][c:11]1[cH:12][cH:13][c:14](-[c:17]2[cH:18][cH:19][c:20]([C:23](=[CH:24][CH2:25][OH:26])[CH3:30])[cH:21][cH:22]2)[cH:15][cH:16]1.